This data is from the Open Reaction Database (ORD), a public repository of structured organic reaction records. The task is: describe an organic reaction: reactants, conditions, products, and yield Starting materials: C(C1=CC=CC=C1)N1CC2CC(CC(C2C1)(O)C1=C(C=CC=C1)OC)CO ((3aRS,4RS,6SR,7aSR)-2-benzyl-6-hydroxymethyl-4-(2-methoxyphenyl)-4-perhydroisoindolol), C(C)O (ethanol). Reagents/catalysts: [OH-].[OH-].[Pd+2] (palladium hydroxide on charcoal). Run at time 3 hour. Yields the product OCCC1CC(C2CNCC2C1)(O)C1=C(C=CC=C1)OC (6-hydroxyethyl-4-(2-methoxyphenyl)-4-perhydroisoindolol). RXN SMILES: C([N:8]1[CH2:16][CH:15]2[CH:10]([CH2:11][CH:12](CO)[CH2:13][C:14]2([C:18]2[CH:23]=[CH:22][CH:21]=[CH:20][C:19]=2[O:24][CH3:25])[OH:17])[CH2:9]1)C1C=CC=CC=1.[CH2:28]([OH:30])[CH3:29]>[OH-].[OH-].[Pd+2]>[OH:30][CH2:28][CH2:29][CH:12]1[CH2:11][CH:10]2[CH:15]([CH2:16][NH:8][CH2:9]2)[C:14]([C:18]2[CH:23]=[CH:22][CH:21]=[CH:20][C:19]=2[O:24][CH3:25])([OH:17])[CH2:13]1 |f:2.3.4|. Reported procedure: A suspension of 3.1 g of (3aRS,4RS,6SR,7aSR)-2-benzyl-6-hydroxymethyl-4-(2-methoxyphenyl)-4-perhydroisoindolol and 0.5 g of 20% palladium hydroxide on charcoal in 75 cm3 of ethanol is hydrogenated at atmospheric pressure for 3 hours at 60° C. The reaction mixture is subsequently filtered and evaporated to dryness under reduced pressure (2.7 kPa). 3.0 g of (3aRS,4RS, 6SR, 7aSR)-6-hydroxyethyl-4-(2-methoxyphenyl)-4-perhydroisoindolol are obtained in the form of a white foam. Reactants: CCOC(=O)C=CC=Cc1cc2cc(OC)ccc2[nH]1, O=C(Cl)c1ccc(Cl)cc1, [H-], [Na+], C1CCOC1. Product: CCOC(=O)C=CC=Cc1cc2cc(OC)ccc2n1C(=O)c1ccc(Cl)cc1. As a reaction SMILES: [CH3:1][O:2][c:3]1[cH:4][c:5]2[cH:6][c:7]([CH:12]=[CH:13][CH:14]=[CH:15][C:16](=[O:17])[O:18][CH2:19][CH3:20])[nH:8][c:9]2[cH:10][cH:11]1.[Cl:23][c:24]1[cH:25][cH:26][c:27]([C:28](=[O:29])[Cl:30])[cH:31][cH:32]1.[H-:21].[Na+:22].[O:33]1[CH2:34][CH2:35][CH2:36][CH2:37]1>>[CH3:1][O:2][c:3]1[cH:4][c:5]2[cH:6][c:7]([CH:12]=[CH:13][CH:14]=[CH:15][C:16](=[O:17])[O:18][CH2:19][CH3:20])[n:8]([C:28]([c:27]3[cH:26][cH:25][c:24]([Cl:23])[cH:32][cH:31]3)=[O:29])[c:9]2[cH:10][cH:11]1.